The task is: describe an organic reaction: reactants, conditions, products, and yield. This data is from the Open Reaction Database (ORD), a public repository of structured organic reaction records. The reactants are BrC=1C=C(C(=O)N)C=CN1 (2-bromo-isonicotinamide), C(C)OC(N(C)C)OCC (N,N-dimethylformamide diethyl acetal). Run at temperature 120 celsius, time 1.5 hour. Product: BrC1=NC=CC(=C1)C(=O)/N=C/N(C)C (2-bromo-N-[(1E)-(dimethylamino)methylidene]pyridine-4-carboxamide). Isolated yield 98.0%. RXN SMILES: [Br:1][C:2]1[CH:3]=[C:4]([CH:8]=[CH:9][N:10]=1)[C:5]([NH2:7])=[O:6].C(O[CH:14](OCC)[N:15]([CH3:17])[CH3:16])C>>[Br:1][C:2]1[CH:3]=[C:4]([C:5](/[N:7]=[CH:14]/[N:15]([CH3:17])[CH3:16])=[O:6])[CH:8]=[CH:9][N:10]=1. Procedure: 2-bromo-isonicotinamide (406.2 mg, 2.021 mmol) and N,N-dimethylformamide diethyl acetal (0.48 ml, 2.80 mmol) were combined and heated to 120° C. A short path distillation apparatus was used to collect the ethanol that was liberated during the reaction. The reaction mixture was a light orange solution that slowly turned darker until it had become a dark amber solution. After 1.5 hours, the reaction mixture was cooled to room temperature. The reaction mixture solidified upon cooling and was placed...